This data is from the Open Reaction Database (ORD), a public repository of structured organic reaction records. The task is: describe an organic reaction: reactants, conditions, products, and yield Starting materials: C(C)(=O)OC(C)=O (acetic anhydride), [Na].C(C)NC(=O)NC1=CC=C(C=C1)S(=O)(=O)O (N-ethyl-N'-(4-sulfophenyl)urea sodium salt), C(CC(=O)O)(=O)O (malonic acid), C(C)(=O)OC(C)=O (Acetic anhydride). The solvent is C(C)(=O)O (acetic acid). Run at temperature 95 celsius. The product is C(C)N1C(=O)N(C(=O)CC1=O)C1=CC=C(C=C1)S(=O)(=O)O.[Na] (Sodium N-Ethyl-N'-(4-sulfophenyl)barbiturate). The yield is 93.5%. Reaction SMILES: [Na:1].[CH2:2]([NH:4][C:5]([NH:7][C:8]1[CH:13]=[CH:12][C:11]([S:14]([OH:17])(=[O:16])=[O:15])=[CH:10][CH:9]=1)=[O:6])[CH3:3].[C:18](O)(=[O:23])[CH2:19][C:20](O)=[O:21].C(OC(=O)C)(=O)C>C(O)(=O)C>[CH2:2]([N:4]1[C:18](=[O:23])[CH2:19][C:20](=[O:21])[N:7]([C:8]2[CH:9]=[CH:10][C:11]([S:14]([OH:17])(=[O:15])=[O:16])=[CH:12][CH:13]=2)[C:5]1=[O:6])[CH3:3].[Na:1] |f:0.1,5.6,^1:0,56|. Procedure details: A mixture of 26.6 g of N-ethyl-N'-(4-sulfophenyl)urea sodium salt, 13.5 g of malonic acid and 150 ml of glacial acetic acid was heated and dissolved at 60° to 70° C. Acetic anhydride (200 ml) was added dropwise to the solution with stirring. After addition of the acetic anhydride, the temperature of the reaction solution increased to 95° C. The reaction solution was stirred for 6 hours and then condensed under reduced pressure so as to precipitate crystals. 700 ml of ethanol was added to the con...